Dataset: the Open Reaction Database (ORD), a public repository of structured organic reaction records. Task: describe an organic reaction: reactants, conditions, products, and yield Starting materials: C(C)NC(=O)C1=NOC(=C1)C1=C(C=C(C(=C1)C=CC1=CC=CC=C1)OCC1=CC=CC=C1)OCC1=CC=CC=C1 (5-(2,4-Bis-benzyloxy-5-styrylphenyl)-isoxazole-3-carboxylic acid ethylamide). The reagents and catalysts are [Pd] (Palladium on charcoal), [Pd] (Pd on charcoal). Run in O1CCOCC1 (1,4-dioxane). Product: C(C)NC(=O)C1=NOC(=C1)C1=C(C=C(C(=C1)CCC1=CC=CC=C1)OCC1=CC=CC=C1)OCC1=CC=CC=C1 (5-(2,4-Bis-benzyloxy-5-phenethylphenyl)-isoxazole-3-carboxylic acid ethylamide). As a reaction SMILES: [CH2:1]([NH:3][C:4]([C:6]1[CH:10]=[C:9]([C:11]2[CH:16]=[C:15]([CH:17]=[CH:18][C:19]3[CH:24]=[CH:23][CH:22]=[CH:21][CH:20]=3)[C:14]([O:25][CH2:26][C:27]3[CH:32]=[CH:31][CH:30]=[CH:29][CH:28]=3)=[CH:13][C:12]=2[O:33][CH2:34][C:35]2[CH:40]=[CH:39][CH:38]=[CH:37][CH:36]=2)[O:8][N:7]=1)=[O:5])[CH3:2]>[Pd].O1CCOCC1>[CH2:1]([NH:3][C:4]([C:6]1[CH:10]=[C:9]([C:11]2[CH:16]=[C:15]([CH2:17][CH2:18][C:19]3[CH:24]=[CH:23][CH:22]=[CH:21][CH:20]=3)[C:14]([O:25][CH2:26][C:27]3[CH:28]=[CH:29][CH:30]=[CH:31][CH:32]=3)=[CH:13][C:12]=2[O:33][CH2:34][C:35]2[CH:40]=[CH:39][CH:38]=[CH:37][CH:36]=2)[O:8][N:7]=1)=[O:5])[CH3:2]. Reported procedure: Palladium on charcoal catalyst (10%; 50 mg) was added to a degassed solution of 5-(2,4-Bis-benzyloxy-5-styrylphenyl)-isoxazole-3-carboxylic acid ethylamide (690 mg, 1.30 mmol) in 1,4-dioxane (50 mL) under a nitrogen atmosphere. The reaction mixture was hydrogenated for a total of 4.75 hrs with further Pd on charcoal catalyst (50 mg) added at 0.75 and 2.5 hrs. The reaction mixture was filtered through a pad of celite, which was washed with 1,4-dioxane (20 mL) and dichloromethane (20 mL). The comb... Yields the product C(C=C)[C@@]1(C(N([C@@H]([C@H](C1)C1=CC(=CC=C1)Cl)C1=CC=C(C=C1)Cl)C=1C=NN(C1)C)=O)C ((3S,5R,6S)-3-allyl-5-(3-chlorophenyl)-6-(4-chlorophenyl)-3-methyl-1-(1-methyl-1H-pyrazol-4-yl)piperidin-2-one). Reaction conditions: temperature 115 celsius, time 13 hour. Reactants: C(C=C)[C@@]1(C(N[C@@H]([C@H](C1)C1=CC(=CC=C1)Cl)C1=CC=C(C=C1)Cl)=O)C ((3S,5R,6S)-3-allyl-5-(3-chlorophenyl)-6-(4-chlorophenyl)-3-methylpiperidin-2-one), CN1N=CC(=C1)B1OC(C(O1)(C)C)(C)C (1-methyl-4-(4,4,5,5-tetramethyl-1,3,2-dioxaborolan-2-yl)-1H-pyrazole), C[Si](C)(C)[N-][Si](C)(C)C.[Na+] (Sodium bis(trimethylsilyl)amide). Procedure details: (3S,5R,6S)-3-allyl-5-(3-chlorophenyl)-6-(4-chlorophenyl)-3-methylpiperidin-2-one (Example 71, Step D) (90 mg, 0.24 mmol), 1-methyl-4-(4,4,5,5-tetramethyl-1,3,2-dioxaborolan-2-yl)-1H-pyrazole (125 mg, 0.60 mmol), diacetoxycopper (44 mg, 0.24 mmol) and N,N-dimethylpyridin-4-amine (88 mg, 0.72 mmol) were dissolved in 1.2 mL of toluene. Sodium bis(trimethylsilyl)amide (480 μL, 0.48 mmol) was added and the reaction apparatus was outfitted with a reflux condenser and was allowed to stir at 115° C. for... The solvent is C1(=CC=CC=C1)C (toluene). RXN SMILES: [CH2:1]([C@@:4]1([CH3:25])[CH2:9][C@H:8]([C:10]2[CH:15]=[CH:14][CH:13]=[C:12]([Cl:16])[CH:11]=2)[C@@H:7]([C:17]2[CH:22]=[CH:21][C:20]([Cl:23])=[CH:19][CH:18]=2)[NH:6][C:5]1=[O:24])[CH:2]=[CH2:3].[CH3:26][N:27]1[CH:31]=[C:30](B2OC(C)(C)C(C)(C)O2)[CH:29]=[N:28]1.C[Si]([N-][Si](C)(C)C)(C)C.[Na+]>CN(C)C1C=CN=CC=1.C1(C)C=CC=CC=1.C(O[Cu]OC(=O)C)(=O)C>[CH2:1]([C@@:4]1([CH3:25])[CH2:9][C@H:8]([C:10]2[CH:15]=[CH:14][CH:13]=[C:12]([Cl:16])[CH:11]=2)[C@@H:7]([C:17]2[CH:22]=[CH:21][C:20]([Cl:23])=[CH:19][CH:18]=2)[N:6]([C:30]2[CH:29]=[N:28][N:27]([CH3:26])[CH:31]=2)[C:5]1=[O:24])[CH:2]=[CH2:3] |f:2.3|. Reagents/catalysts: CN(C1=CC=NC=C1)C (N,N-dimethylpyridin-4-amine), C(C)(=O)O[Cu]OC(C)=O (diacetoxycopper). Reactants: C(C1=CC=CC=C1)OC(NC12C=3N(CC(CC1)CC2)C(C(=C(N3)C(NCC(CC3=CC=C(C=C3)F)=O)=O)OCC3=CC=CC=C3)=O)=O (benzyl(3-(benzyloxy)-2-((3-(4-fluorophenyl)-2-oxopropyl)carbamoyl)-4-oxo-6,7,8,9-tetrahydro-7,10-ethanopyrimido[1,2-a]azepin-10(4H)-yl)carbamate), Intermediate 7, COC=1C=CC(=CC1)P2(=S)SP(=S)(S2)C=3C=CC(=CC3)OC (Lawesson's Reagent). Run in C1(=CC=CC=C1)C (toluene). Run at temperature 100 celsius, time 2 hour. The product is C(C1=CC=CC=C1)OC(NC12C=3N(CC(CC1)CC2)C(C(=C(N3)C=3SC(=CN3)CC3=CC=C(C=C3)F)OCC3=CC=CC=C3)=O)=O (Benzyl(3-(benzyloxy)-2-(5-(4-fluorobenzyl)-1,3-thiazol-2-yl)-4-oxo-6,7,8,9-tetrahydro-7,10-ethanopyrimido[1,2-a]azepin-10(4H)-yl)carbamate). The yield is 50.2%. As a reaction SMILES: [CH2:1]([O:8][C:9](=[O:47])[NH:10][C:11]12[CH2:19][CH2:18][CH:15]([CH2:16][CH2:17]1)[CH2:14][N:13]1[C:20](=[O:46])[C:21]([O:38][CH2:39][C:40]3[CH:45]=[CH:44][CH:43]=[CH:42][CH:41]=3)=[C:22]([C:24](=O)[NH:25][CH2:26][C:27](=O)[CH2:28][C:29]3[CH:34]=[CH:33][C:32]([F:35])=[CH:31][CH:30]=3)[N:23]=[C:12]21)[C:2]1[CH:7]=[CH:6][CH:5]=[CH:4][CH:3]=1.COC1C=CC(P2(SP(C3C=CC(OC)=CC=3)(=S)S2)=[S:57])=CC=1>C1(C)C=CC=CC=1>[CH2:1]([O:8][C:9](=[O:47])[NH:10][C:11]12[CH2:19][CH2:18][CH:15]([CH2:16][CH2:17]1)[CH2:14][N:13]1[C:20](=[O:46])[C:21]([O:38][CH2:39][C:40]3[CH:45]=[CH:44][CH:43]=[CH:42][CH:41]=3)=[C:22]([C:24]3[S:57][C:27]([CH2:28][C:29]4[CH:34]=[CH:33][C:32]([F:35])=[CH:31][CH:30]=4)=[CH:26][N:25]=3)[N:23]=[C:12]21)[C:2]1[CH:7]=[CH:6][CH:5]=[CH:4][CH:3]=1. Reported procedure: To a solution of benzyl(3-(benzyloxy)-2-((3-(4-fluorophenyl)-2-oxopropyl)carbamoyl)-4-oxo-6,7,8,9-tetrahydro-7,10-ethanopyrimido[1,2-a]azepin-10(4H)-yl)carbamate, Intermediate 7 (120 mg, 0.188 mmol) in toluene was added Lawesson's Reagent (76 mg, 0.188 mmol) and stirred for 15 min at room temperature, 30 min at 60° C. and 2 h at 100° C. The resulting clear yellow mixture was then cooled, concentrated and purified by preparative HPLC to provide the title compound (60 mg, 0.094 mmol, 50.2% yield) ... Starting materials: CCCC(=O)c1cnc2c(OC)cccc2c1Cl, Cc1cc(N)cc(C)c1O, C1COCCO1. Product: CCCC(=O)c1cnc2c(OC)cccc2c1Nc1cc(C)c(O)c(C)c1. RXN SMILES: [C:11]([CH2:12][CH2:13][CH3:14])(=[O:15])[c:16]1[cH:17][n:18][c:19]2[c:20]([O:27][CH3:28])[cH:21][cH:22][cH:23][c:24]2[c:25]1[Cl:26].[CH3:1][c:2]1[c:3]([OH:10])[c:4]([CH3:9])[cH:5][c:6]([NH2:8])[cH:7]1.[O:29]1[CH2:30][CH2:31][O:32][CH2:33][CH2:34]1>>[CH3:1][c:2]1[c:3]([OH:10])[c:4]([CH3:9])[cH:5][c:6]([NH:8][c:25]2[c:16]([C:11]([CH2:12][CH2:13][CH3:14])=[O:15])[cH:17][n:18][c:19]3[c:20]([O:27][CH3:28])[cH:21][cH:22][cH:23][c:24]32)[cH:7]1.